From a dataset of the Open Reaction Database (ORD), a public repository of structured organic reaction records. describe an organic reaction: reactants, conditions, products, and yield The reactants are C(\C=C\C(=O)O)(=O)O (fumaric acid), ClCCC1OC2=C(C(N(C1)C)=S)C=CC=N2 (2-(chloroethyl)-2,3-dihydro-4-methylpyrido[3,2-f]-1,4-oxazepine-5(4H)-thione), C([O-])([O-])=O.[K+].[K+] (potassium carbonate), CC1NCCC1 (2-methylpyrrolidine). The solvent is C(C)O (ethanol). Reaction conditions: time 8 hour. Product: CC(C)O.C(\C=C\C(=O)O)(=O)O.CN1CC(OC2=C(C1=S)C=CC=N2)CCN2C(CCC2)C (2,3-Dihydro-4-methyl-2-[2-(2-methyl-1-pyrrolidinyl)ethyl]pyrido[3,2-f][1,4]oxazepine-5(4H)-thione fumarate compound with 2-propanol). Isolated yield 32.8%. As a reaction SMILES: Cl[CH2:2][CH2:3][CH:4]1[CH2:10][N:9]([CH3:11])[C:8](=[S:12])[C:7]2[CH:13]=[CH:14][CH:15]=[N:16][C:6]=2[O:5]1.[CH3:17][CH:18]1[CH2:22][CH2:21][CH2:20][NH:19]1.C(=O)([O-])[O-].[K+].[K+].[C:29]([OH:36])(=[O:35])/[CH:30]=[CH:31]/[C:32]([OH:34])=[O:33]>C(O)C>[CH3:3][CH:4]([OH:5])[CH3:10].[C:29]([OH:36])(=[O:35])/[CH:30]=[CH:31]/[C:32]([OH:34])=[O:33].[CH3:11][N:9]1[C:8](=[S:12])[C:7]2[CH:13]=[CH:14][CH:15]=[N:16][C:6]=2[O:5][CH:4]([CH2:3][CH2:2][N:19]2[CH2:20][CH2:21][CH2:22][CH:18]2[CH3:17])[CH2:10]1 |f:2.3.4,7.8.9|. Reported procedure: To a suspension of 5.0 g (0.019 mole) of 2-(chloroethyl)-2,3-dihydro-4-methylpyrido[3,2-f]-1,4-oxazepine-5(4H)-thione in 25 ml of absolute ethanol was added 3.5 g (0.04 mole) of 2-methylpyrrolidine. The mixture was heated to reflux for 6.5 hr and left standing at room temperature overnight. Mass spec and TLC showed presence of starting materials. Approximately 5 g of potassium carbonate was added and heating at reflux was continued for 24 hr. Ethanol was removed by rotary evaporation (70° C., 30... The reactants are ClC=1C=C(CN2C=C(C(C3=CC=CC=C23)=O)C(=O)C=2C=NC(=CC2)Cl)C=CC1 (1-(3-chloro-benzyl)-3-(6-chloro-pyridine-3-carbonyl)-1H-quinolin-4-one), CNC (dimethylamine), yellow powder. Product: ClC=1C=C(CN2C=C(C(C3=CC=CC=C23)=O)C(=O)C=2C=NC(=CC2)N(C)C)C=CC1 (1-(3-Chloro-benzyl)-3-(6-dimethylamino-pyridine-3-carbonyl)-1H-quinolin-4-one). Reaction SMILES: [Cl:1][C:2]1[CH:3]=[C:4]([CH:26]=[CH:27][CH:28]=1)[CH2:5][N:6]1[C:15]2[C:10](=[CH:11][CH:12]=[CH:13][CH:14]=2)[C:9](=[O:16])[C:8]([C:17]([C:19]2[CH:20]=[N:21][C:22](Cl)=[CH:23][CH:24]=2)=[O:18])=[CH:7]1.[CH3:29][NH:30][CH3:31]>>[Cl:1][C:2]1[CH:3]=[C:4]([CH:26]=[CH:27][CH:28]=1)[CH2:5][N:6]1[C:15]2[C:10](=[CH:11][CH:12]=[CH:13][CH:14]=2)[C:9](=[O:16])[C:8]([C:17]([C:19]2[CH:20]=[N:21][C:22]([N:30]([CH3:31])[CH3:29])=[CH:23][CH:24]=2)=[O:18])=[CH:7]1. Procedure: Experimental conditions analogous to those described for Example 141, from 151 mg (0.37 mmol) of 1-(3-chloro-benzyl)-3-(6-chloro-pyridine-3-carbonyl)-1H-quinolin-4-one and 2 mL 2 M dimethylamine solution. Yield: 127 mg of a yellow powder. LC-MSD, m/z for C24H20ClN3O2 [M+H]+=418.1, 420.1; HPLC retention time: 1.6 min.